This data is from the Open Reaction Database (ORD), a public repository of structured organic reaction records. The task is: describe an organic reaction: reactants, conditions, products, and yield Starting materials: NC1=CC=C(C=C1)N1CCC(CC1)N(C)CC1=CC=CC=C1 (1-(4-aminophenyl)-4-(N-benzyl-N-methylamino)piperidine), CS(=O)(=O)Cl (methanesulfonyl chloride), Cl (hydrochloride). Product: Cl.Cl.C(C1=CC=CC=C1)N(C)C1CCN(CC1)C1=CC=C(C=C1)NS(=O)(=O)C (4-(N-Benzyl-N-methylamino)-1-(4-methanesulfonylaminophenyl)piperidine dihydrochloride). As a reaction SMILES: [NH2:1][C:2]1[CH:7]=[CH:6][C:5]([N:8]2[CH2:13][CH2:12][CH:11]([N:14]([CH2:16][C:17]3[CH:22]=[CH:21][CH:20]=[CH:19][CH:18]=3)[CH3:15])[CH2:10][CH2:9]2)=[CH:4][CH:3]=1.[CH3:23][S:24]([Cl:27])(=[O:26])=[O:25].[ClH:28]>>[ClH:27].[ClH:28].[CH2:16]([N:14]([CH:11]1[CH2:10][CH2:9][N:8]([C:5]2[CH:4]=[CH:3][C:2]([NH:1][S:24]([CH3:23])(=[O:26])=[O:25])=[CH:7][CH:6]=2)[CH2:13][CH2:12]1)[CH3:15])[C:17]1[CH:18]=[CH:19][CH:20]=[CH:21][CH:22]=1 |f:3.4.5|. Procedure: The product from Example 8 was reacted in a similar manner to Example 4 with methanesulfonyl chloride and then converted into the hydrochloride. 4-(N-Benzyl-N-methylamino)-1-(4-methanesulfonylaminophenyl)piperidine dihydrochloride was obtained. Melting point 221° C. (decomposition). Reactants: ClC1=CC=C(C=C1)C(C=1C(=NN(C1C(C)C)C=1C(=NC(=NC1)OC)OC)C(=O)OCC)O (ethyl 4-((4-chlorophenyl)(hydroxy)methyl)-1-(2,4-dimethoxypyrimidin-5-yl)-5-isopropyl-1H-pyrazole-3-carboxylate), CC1=NOC2=C1C=C(C=C2)[N+](=O)[O-] (3-methyl-5-nitrobenzo[d]isoxazole). Run in CCCCCC.CCOC(=O)C (hexane EtOAc). Product: ClC1=CC=C(C=C1)C(C=1C(=NN(C1C(C)C)C=1C(=NC(=NC1)OC)OC)C(=O)OCC)NC=1C=CC2=C(C(=NO2)C)C1 (ethyl 4-((4-chlorophenyl)((3-methylbenzo[d]isoxazol-5-yl)amino)methyl)-1-(2,4-dimethoxypyrimidin-5-yl)-5-isopropyl-1H-pyrazole-3-carboxylate). RXN SMILES: [Cl:1][C:2]1[CH:7]=[CH:6][C:5]([CH:8](O)[C:9]2[C:10]([C:27]([O:29][CH2:30][CH3:31])=[O:28])=[N:11][N:12]([C:17]3[C:18]([O:25][CH3:26])=[N:19][C:20]([O:23][CH3:24])=[N:21][CH:22]=3)[C:13]=2[CH:14]([CH3:16])[CH3:15])=[CH:4][CH:3]=1.[CH3:33][C:34]1[C:38]2[CH:39]=[C:40]([N+:43]([O-])=O)[CH:41]=[CH:42][C:37]=2[O:36][N:35]=1>CCCCCC.CCOC(C)=O>[Cl:1][C:2]1[CH:3]=[CH:4][C:5]([CH:8]([NH:43][C:40]2[CH:41]=[CH:42][C:37]3[O:36][N:35]=[C:34]([CH3:33])[C:38]=3[CH:39]=2)[C:9]2[C:10]([C:27]([O:29][CH2:30][CH3:31])=[O:28])=[N:11][N:12]([C:17]3[C:18]([O:25][CH3:26])=[N:19][C:20]([O:23][CH3:24])=[N:21][CH:22]=3)[C:13]=2[CH:14]([CH3:16])[CH3:15])=[CH:6][CH:7]=1 |f:2.3|. Procedure: The title product was prepared in analogy to the procedure described in Step 46.12 using ethyl 4-((4-chlorophenyl)(hydroxy)methyl)-1-(2,4-dimethoxypyrimidin-5-yl)-5-isopropyl-1H-pyrazole-3-carboxylate (Step 46.11) and 3-methyl-5-nitrobenzo[d]isoxazole (Step 33.3). tR: 1.34 min (LC-MS 2); ESI-MS: 591 [M+H]+ (LC-MS 2); Rf=0.25 (hexane/EtOAc 1:1). The reactants are Cl.Cl.NC1=CC(=C(C(=O)NCC2CCNCC2)C=C1Cl)OC (4-Amino-5-chloro-2-methoxy-N-(piperidin-4-ylmethyl)benzamide dihydrochloride), C([O-])([O-])=O.[K+].[K+] (potassium carbonate), BrCCCCCCC(=O)C1=CC=C(C=C1)Cl (7-bromo-1-(4-chlorophenyl)-1-heptanone). The product is NC1=CC(=C(C(=O)NCC2CCN(CC2)CCCCCCC(=O)C2=CC=C(C=C2)Cl)C=C1Cl)OC (4-amino-5-chloro-N-((1-(7-(4-chlorophenyl)-7-oxoheptyl)piperidin-4-yl)methyl)-2-methoxybenzamide). Yield: 26.7%. As a reaction SMILES: Cl.Cl.[NH2:3][C:4]1[C:19]([Cl:20])=[CH:18][C:7]([C:8]([NH:10][CH2:11][CH:12]2[CH2:17][CH2:16][NH:15][CH2:14][CH2:13]2)=[O:9])=[C:6]([O:21][CH3:22])[CH:5]=1.C(=O)([O-])[O-].[K+].[K+].Br[CH2:30][CH2:31][CH2:32][CH2:33][CH2:34][CH2:35][C:36]([C:38]1[CH:43]=[CH:42][C:41]([Cl:44])=[CH:40][CH:39]=1)=[O:37]>>[NH2:3][C:4]1[C:19]([Cl:20])=[CH:18][C:7]([C:8]([NH:10][CH2:11][CH:12]2[CH2:13][CH2:14][N:15]([CH2:30][CH2:31][CH2:32][CH2:33][CH2:34][CH2:35][C:36]([C:38]3[CH:39]=[CH:40][C:41]([Cl:44])=[CH:42][CH:43]=3)=[O:37])[CH2:16][CH2:17]2)=[O:9])=[C:6]([O:21][CH3:22])[CH:5]=1 |f:0.1.2,3.4.5|. Procedure details: 4-Amino-5-chloro-2-methoxy-N-(piperidin-4-ylmethyl)benzamide dihydrochloride (1.6 g) as starting compound, potassium carbonate (2.3 g) and 7-bromo-1-(4-chlorophenyl)-1-heptanone (2.2 g) were reacted and treated in the same manner as in Example 172 to give 0.60 g of 4-amino-5-chloro-N-((1-(7-(4-chlorophenyl)-7-oxoheptyl)piperidin-4-yl)methyl)-2-methoxybenzamide. The reactants are CC1=C(C(=O)CC1OC(=O)C2C(C2(C)C)C=C(C)C)CC#C.N[C@@H](CC1=CC=CC=C1)C(=O)N[C@@H](CC1=CN(C=N1)C1=C([N+](=O)[O-])C=C([N+](=O)[O-])C=C1)C(=O)O.C1(CCCCC1)C[C@@H](C(CC=1OCC(N1)(C)C)O)[NH-] (Etoc Phe-His(DNP) 1(S)-cyclohexylmethyl-2(R,S)-hydroxy-3-(4,4-dimethyloxazolin-2yl)propylamide), C1(=CC=CC=C1)S (thiophenol). Yields the product CC1=C(C(=O)CC1OC(=O)C2C(C2(C)C)C=C(C)C)CC#C.N[C@@H](CC1=CC=CC=C1)C(=O)N[C@@H](CC1=CNC=N1)C(=O)O.C1(CCCCC1)C[C@@H](C(CC=1OCC(N1)(C)C)O)[NH-] (Etoc Phe-His 1(S)-Cyclohexylmethyl-2(R,S)-hydroxy-3-(4,4-dimethyloxazolin-2-yl)propylamide). Reaction SMILES: [CH3:1][C:2]1[CH:7]([O:8][C:9]([CH:11]2[C:13]([CH3:15])([CH3:14])[CH:12]2[CH:16]=[C:17]([CH3:19])[CH3:18])=[O:10])[CH2:6][C:4](=[O:5])[C:3]=1[CH2:20][C:21]#[CH:22].[NH2:23][C@H:24]([C:32]([NH:34][C@H:35]([C:54]([OH:56])=[O:55])[CH2:36][C:37]1[N:41]=[CH:40][N:39](C2C=CC([N+]([O-])=O)=CC=2[N+]([O-])=O)[CH:38]=1)=[O:33])[CH2:25][C:26]1[CH:31]=[CH:30][CH:29]=[CH:28][CH:27]=1.[CH:57]1([CH2:63][C@H:64]([NH-:75])[CH:65]([OH:74])[CH2:66][C:67]2[O:68][CH2:69][C:70]([CH3:73])([CH3:72])[N:71]=2)[CH2:62][CH2:61][CH2:60][CH2:59][CH2:58]1.C1(S)C=CC=CC=1>>[CH3:1][C:2]1[CH:7]([O:8][C:9]([CH:11]2[C:13]([CH3:14])([CH3:15])[CH:12]2[CH:16]=[C:17]([CH3:19])[CH3:18])=[O:10])[CH2:6][C:4](=[O:5])[C:3]=1[CH2:20][C:21]#[CH:22].[NH2:23][C@H:24]([C:32]([NH:34][C@H:35]([C:54]([OH:56])=[O:55])[CH2:36][C:37]1[N:41]=[CH:40][NH:39][CH:38]=1)=[O:33])[CH2:25][C:26]1[CH:31]=[CH:30][CH:29]=[CH:28][CH:27]=1.[CH:57]1([CH2:63][C@H:64]([NH-:75])[CH:65]([OH:74])[CH2:66][C:67]2[O:68][CH2:69][C:70]([CH3:73])([CH3:72])[N:71]=2)[CH2:62][CH2:61][CH2:60][CH2:59][CH2:58]1 |f:0.1.2,4.5.6|. Procedure details: 300 mg of Etoc-Phe-His(DNP)-1(S)-cyclohexylmethyl-2(R,S)-hydroxy-3-(4,4-dimethyloxazolin-2yl)propylamide are reacted with thiophenol to give the title compound in analogy to reference example 1(a).